describe an organic reaction: reactants, conditions, products, and yield From a dataset of the Open Reaction Database (ORD), a public repository of structured organic reaction records. Starting materials: C=C(OCC)[Sn](CCCC)(CCCC)CCCC, Cc1ccccc1, Clc1cnc(Cl)cn1, [Pd], c1ccc(P(c2ccccc2)c2ccccc2)cc1, c1ccc(P(c2ccccc2)c2ccccc2)cc1, c1ccc(P(c2ccccc2)c2ccccc2)cc1, c1ccc(P(c2ccccc2)c2ccccc2)cc1. Yields the product C=C(OCC)c1cnc(Cl)cn1. Reaction SMILES: [CH2:1]([Sn:2]([CH2:3][CH2:4][CH2:5][CH3:11])([C:6](=[CH2:7])[O:8][CH2:9][CH3:10])[CH2:12][CH2:13][CH2:14][CH3:15])[CH2:16][CH2:17][CH3:18].[CH3:27][c:28]1[cH:29][cH:30][cH:31][cH:32][cH:33]1.[Cl:19][c:20]1[n:21][cH:22][c:23]([Cl:26])[n:24][cH:25]1.[Pd:34].[c:35]1([P:36]([c:37]2[cH:38][cH:39][cH:40][cH:41][cH:42]2)[c:43]2[cH:44][cH:45][cH:46][cH:47][cH:48]2)[cH:49][cH:50][cH:51][cH:52][cH:53]1.[c:54]1([P:55]([c:56]2[cH:57][cH:58][cH:59][cH:60][cH:61]2)[c:62]2[cH:63][cH:64][cH:65][cH:66][cH:67]2)[cH:68][cH:69][cH:70][cH:71][cH:72]1.[c:73]1([P:74]([c:75]2[cH:76][cH:77][cH:78][cH:79][cH:80]2)[c:81]2[cH:82][cH:83][cH:84][cH:85][cH:86]2)[cH:87][cH:88][cH:89][cH:90][cH:91]1.[c:92]1([P:93]([c:94]2[cH:95][cH:96][cH:97][cH:98][cH:99]2)[c:100]2[cH:101][cH:102][cH:103][cH:104][cH:105]2)[cH:106][cH:107][cH:108][cH:109][cH:110]1>>[C:6](=[CH2:7])([O:8][CH2:9][CH3:10])[c:23]1[cH:22][n:21][c:20]([Cl:19])[cH:25][n:24]1. Starting materials: CCCCCCCCC(=O)Cl, CCCCCCCOc1ccc(-c2ncc(O)cn2)c(F)c1, Cc1ccccc1, c1ccncc1. The product is CCCCCCCCC(=O)Oc1cnc(-c2ccc(OCCCCCCC)cc2F)nc1. RXN SMILES: [C:29]([CH2:30][CH2:31][CH2:32][CH2:33][CH2:34][CH2:35][CH2:36][CH3:37])(=[O:38])[Cl:39].[CH2:1]([CH2:2][CH2:3][CH2:4][CH2:5][CH2:6][CH3:7])[O:8][c:9]1[cH:10][c:11]([F:22])[c:12](-[c:15]2[n:16][cH:17][c:18]([OH:21])[cH:19][n:20]2)[cH:13][cH:14]1.[CH3:40][c:41]1[cH:42][cH:43][cH:44][cH:45][cH:46]1.[cH:23]1[cH:24][cH:25][n:26][cH:27][cH:28]1>>[CH2:1]([CH2:2][CH2:3][CH2:4][CH2:5][CH2:6][CH3:7])[O:8][c:9]1[cH:10][c:11]([F:22])[c:12](-[c:15]2[n:16][cH:17][c:18]([O:21][C:29]([CH2:30][CH2:31][CH2:32][CH2:33][CH2:34][CH2:35][CH2:36][CH3:37])=[O:38])[cH:19][n:20]2)[cH:13][cH:14]1. Reactants: CCOC(=O)C1=C(C)NC(C)=C(C(=O)OCC)C1, Cc1ccccc1, O=C1NC(=S)SC1=Cc1cc(=O)[nH]c(SCc2ccc(Cl)c(Cl)c2)n1. The product is O=C1NC(=S)SC1=Cc1ccnc(SCc2ccc(Cl)c(Cl)c2)n1. As a reaction SMILES: [CH3:26][C:27]1=[C:38]([C:39]([O:40][CH2:41][CH3:42])=[O:43])[CH2:37][C:31]([C:32]([O:33][CH2:34][CH3:35])=[O:36])=[C:29]([CH3:30])[NH:28]1.[CH3:44][c:45]1[cH:46][cH:47][cH:48][cH:49][cH:50]1.[Cl:1][c:2]1[cH:3][c:4]([CH2:5][S:6][c:7]2[n:8][c:9]([CH:14]=[C:15]3[C:16](=[O:21])[NH:17][C:18](=[S:20])[S:19]3)[cH:10][c:11](=[O:13])[nH:12]2)[cH:22][cH:23][c:24]1[Cl:25]>>[Cl:1][c:2]1[cH:3][c:4]([CH2:5][S:6][c:7]2[n:8][c:9]([CH:14]=[C:15]3[C:16](=[O:21])[NH:17][C:18](=[S:20])[S:19]3)[cH:10][cH:11][n:12]2)[cH:22][cH:23][c:24]1[Cl:25]. Reactants: BrCc1ccccc1, BrCCc1ccccc1, COC(=O)c1ccc2cc[nH]c2c1. The product is COC(=O)c1ccc2ccn(CCc3ccccc3)c2c1. Reaction SMILES: [Br:23][CH2:24][c:25]1[cH:26][cH:27][cH:28][cH:29][cH:30]1.[CH2:14]([CH2:15][c:16]1[cH:17][cH:18][cH:19][cH:20][cH:21]1)[Br:22].[nH:1]1[cH:2][cH:3][c:4]2[cH:5][cH:6][c:7]([C:10](=[O:11])[O:12][CH3:13])[cH:8][c:9]12>>[n:1]1([CH2:14][CH2:15][c:16]2[cH:17][cH:18][cH:19][cH:20][cH:21]2)[cH:2][cH:3][c:4]2[cH:5][cH:6][c:7]([C:10](=[O:11])[O:12][CH3:13])[cH:8][c:9]12. The reactants are [N+](=O)([O-])C1=C(C=CC=C1)B(O)O (2-nitrophenyl boronic acid), [Li+].[Cl-] (LiCl), tetrakis(triphenyl-phosphine)palladium, FC(S(=O)(=O)OC1=CC(NCC1)C(=O)OC(C)(C)C)(F)F (tert-butyl 4-[(trifluoromethyl)-sulfonyloxy]-1,2,5,6-tetrahydro-pyridinecarboxylate), C(C)(C)(C)OC(=O)N1CCC(CC1)=O (tert-butyl-4-oxopiperidine-1-carboxylate), C(=O)([O-])[O-].[Na+].[Na+] (Na2CO3), [Li+].CC(C)[N-]C(C)C (LDA). Solvent: COCCOC (DME), CCOC(=O)C (EtOAc). Conditions: temperature 90 celsius. The product is [N+](=O)([O-])C1=C(C=CC=C1)C1=CC(NCC1)C(=O)OC(C)(C)C (tert-Butyl 4-(2-nitrophenyl)-1,2,5,6-tetrahydropyridinecarboxylate). As a reaction SMILES: [N+:1]([C:4]1[CH:9]=[CH:8][CH:7]=[CH:6][C:5]=1B(O)O)([O-:3])=[O:2].[Li+].[Cl-].FC(F)(F)S(O[C:21]1[CH2:26][CH2:25][NH:24][CH:23]([C:27]([O:29][C:30]([CH3:33])([CH3:32])[CH3:31])=[O:28])[CH:22]=1)(=O)=O.C(OC(N1CCC(=O)CC1)=O)(C)(C)C.[Li+].CC([N-]C(C)C)C.C([O-])([O-])=O.[Na+].[Na+]>COCCOC.CCOC(C)=O>[N+:1]([C:4]1[CH:9]=[CH:8][CH:7]=[CH:6][C:5]=1[C:21]1[CH2:26][CH2:25][NH:24][CH:23]([C:27]([O:29][C:30]([CH3:33])([CH3:32])[CH3:31])=[O:28])[CH:22]=1)([O-:3])=[O:2] |f:1.2,5.6,7.8.9|. Procedure details: To a 100 mL round-bottomed flask equipped with stirring was added 2-nitrophenyl boronic acid (Combi-Blocks Chemical Company) (210 mg, 1.3 mmol), LiCl (Aldrich) (168 mg, 4 mmol), tetrakis(triphenyl-phosphine)palladium (O) (Strem Chemical Company) (69 mg, 0.06 mmol) and tert-butyl 4-[(trifluoromethyl)-sulfonyloxy]-1,2,5,6-tetrahydro-pyridinecarboxylate [prepared by the method of Wustrow, D. J. and Wise, L. D., Synthesis 1991, 993-995, from tert-butyl-4-oxopiperidine-1-carboxylate (Aldrich), LDA (A...